The task is: describe an organic reaction: reactants, conditions, products, and yield. This data is from the Open Reaction Database (ORD), a public repository of structured organic reaction records. The reactants are [N+](=O)([O-])C=1C(=NC=C(C1)C(F)(F)F)C(C(=O)OC)C(=O)OC (Dimethyl 2-(3-nitro-5-(trifluoromethyl)pyridin-2-yl)malonate), Cl (HCl), [OH-].[Na+] (NaOH). Solvent: CCOC(=O)C (EtOAc). Yields the product CC1=NC=C(C=C1[N+](=O)[O-])C(F)(F)F (2-methyl-3-nitro-5-(trifluoromethyl)pyridine). The yield is 25.9%. As a reaction SMILES: [N+:1]([C:4]1[C:5]([CH:14](C(OC)=O)C(OC)=O)=[N:6][CH:7]=[C:8]([C:10]([F:13])([F:12])[F:11])[CH:9]=1)([O-:3])=[O:2].Cl.[OH-].[Na+]>CCOC(C)=O>[CH3:14][C:5]1[C:4]([N+:1]([O-:3])=[O:2])=[CH:9][C:8]([C:10]([F:12])([F:11])[F:13])=[CH:7][N:6]=1 |f:2.3|. Procedure details: Dimethyl 2-(3-nitro-5-(trifluoromethyl)pyridin-2-yl)malonate (320 mg, 0.993 mmol) was combined with aq HCl (3 M, 5 mL, 15.00 mmol) and the mixture was heated to reflux overnight. The reaction mixture was cooled to RT and poured into EtOAc. Aqueous NaOH (2 M, 10 mL, 20 mmol) was added and the organic layer was separated and washed with water and brine, dried (MgSO4) and concentrated in vacuo to provide 2-methyl-3-nitro-5-(trifluoromethyl)pyridine (53 mg, 9% yield). 1H NMR (400 MHz, DMSO-d6): δ 9.... The reactants are N1=C(N=CC=C1)NCCCOC1=CC2=C(CC(C(NC2)=O)CC(=O)OC)C=C1 (methyl (±)-8-[3-(pyrimidin-2-ylamino)-1-propyloxy]-3-oxo-2,3,4,5-tetrahydro-1H-2-benzazepine-4-acetate), O.[OH-].[Li+] (lithium hydroxide monohydrate). The solvent is C1CCOC1 (THF), O (H2O). Run at time 18 hour. Yields the product N1=C(N=CC=C1)NCCCOC1=CC2=C(CC(C(NC2)=O)CC(=O)O)C=C1 ((±)-8-[3-(Pyrimidin-2-ylamino)-1-propyloxy]-3-oxo-2,3,4,5-tetrahydro-1H-2-benzazepine-4-acetic acid). Isolated yield 0.7%. Reaction SMILES: [N:1]1[CH:6]=[CH:5][CH:4]=[N:3][C:2]=1[NH:7][CH2:8][CH2:9][CH2:10][O:11][C:12]1[CH:28]=[CH:27][C:15]2[CH2:16][CH:17]([CH2:22][C:23]([O:25]C)=[O:24])[C:18](=[O:21])[NH:19][CH2:20][C:14]=2[CH:13]=1.O.[OH-].[Li+]>C1COCC1.O>[N:1]1[CH:6]=[CH:5][CH:4]=[N:3][C:2]=1[NH:7][CH2:8][CH2:9][CH2:10][O:11][C:12]1[CH:28]=[CH:27][C:15]2[CH2:16][CH:17]([CH2:22][C:23]([OH:25])=[O:24])[C:18](=[O:21])[NH:19][CH2:20][C:14]=2[CH:13]=1 |f:1.2.3|. Procedure details: A mixture of methyl (±)-8-[3-(pyrimidin-2-ylamino)-1-propyloxy]-3-oxo-2,3,4,5-tetrahydro-1H-2-benzazepine-4-acetate (0.071 g, 0:18 mmol) and lithium hydroxide monohydrate (0.009 g, 2 mmol) in THF (5 mL) and H2O (2 mL) was stirred at room temperature for 18 hr, then was concentrated. The residue was dissolved in H2O and the pH was adjusted to 4 with 3 N HCl. The resulting solid was collected by filtration and dried to give the title compound (0.05 g, 73%) as a white solid: MS m/e 371.4 (M+H)+. An... The reactants are C1CCOC1, CO, N#CCCNc1cccc(Cl)c1. The product is NCCCNc1cccc(Cl)c1. RXN SMILES: [CH2:15]1[O:16][CH2:17][CH2:18][CH2:19]1.[CH3:13][OH:14].[Cl:1][c:2]1[cH:3][c:4]([NH:8][CH2:9][CH2:10][C:11]#[N:12])[cH:5][cH:6][cH:7]1>>[Cl:1][c:2]1[cH:3][c:4]([NH:8][CH2:9][CH2:10][CH2:11][NH2:12])[cH:5][cH:6][cH:7]1. Reactants: C(C)(=O)OCC1=C(C=C(C=C1N1C(C=2C=C3CCCCN3C2CC1)=O)F)C1=CN(C(C(=C1)NC1=NC=C(C=C1)N1[C@H](CN([C@@H](C1)C)C1COC1)C)=O)C (2-(5-(5-((2S,5R)-2,5-Dimethyl-4-(oxetan-3-yl)piperazin-1-yl)pyridin-2-ylamino)-1-methyl-6-oxo-1,6-dihydropyridin-3-yl)-4-fluoro-6-(1-oxo-3,4,6,7,8,9-hexahydropyrido[3,4-b]indolizin-2(1H)-yl)benzyl Acetate), [OH-].[Li+] (lithium hydroxide). The solvent is C(C)(C)O.C1CCOC1 (i-propanol THF), O (water). Conditions: temperature 30 celsius, time 1 hour. Yields the product C[C@@H]1N(C[C@H](N(C1)C1COC1)C)C=1C=CC(=NC1)NC1=CC(=CN(C1=O)C)C=1C(=C(C=C(C1)F)N1C(C=2C=C3CCCCN3C2CC1)=O)CO (2-[3-[5-[[5-[(2S,5R)-2,5-dimethyl-4-(oxetan-3-yl)piperazin-1-yl]-2-pyridyl]amino]-1-methyl-6-oxo-3-pyridyl]-5-fluoro-2-(hydroxymethyl)phenyl]-3,4,6,7,8,9-hexahydropyrido[3,4-b]indolizin-1-one). The yield is 33.0%. RXN SMILES: C([O:4][CH2:5][C:6]1[C:11]([N:12]2[CH2:24][CH2:23][C:22]3[N:21]4[C:16]([CH2:17][CH2:18][CH2:19][CH2:20]4)=[CH:15][C:14]=3[C:13]2=[O:25])=[CH:10][C:9]([F:26])=[CH:8][C:7]=1[C:27]1[CH:32]=[C:31]([NH:33][C:34]2[CH:39]=[CH:38][C:37]([N:40]3[CH2:45][C@@H:44]([CH3:46])[N:43]([CH:47]4[CH2:50][O:49][CH2:48]4)[CH2:42][C@@H:41]3[CH3:51])=[CH:36][N:35]=2)[C:30](=[O:52])[N:29]([CH3:53])[CH:28]=1)(=O)C.[OH-].[Li+]>C(O)(C)C.C1COCC1.O>[CH3:51][C@H:41]1[CH2:42][N:43]([CH:47]2[CH2:50][O:49][CH2:48]2)[C@H:44]([CH3:46])[CH2:45][N:40]1[C:37]1[CH:38]=[CH:39][C:34]([NH:33][C:31]2[C:30](=[O:52])[N:29]([CH3:53])[CH:28]=[C:27]([C:7]3[C:6]([CH2:5][OH:4])=[C:11]([N:12]4[CH2:24][CH2:23][C:22]5[N:21]6[C:16]([CH2:17][CH2:18][CH2:19][CH2:20]6)=[CH:15][C:14]=5[C:13]4=[O:25])[CH:10]=[C:9]([F:26])[CH:8]=3)[CH:32]=2)=[N:35][CH:36]=1 |f:1.2,3.4|. Reported procedure: A mixture of 126a (150 mg, 0.20 mmol) and lithium hydroxide (72 mg, 3.0 mmol) in i-propanol/THF (5:3, 8.0 mL) and water (2.0 mL) was stirred at 30° C. for 1 h. The mixture was evaporated under reduced pressure and the residue was extracted with ethyl acetate (2×20 mL). The combined ethyl acetate extract was concentrated under reduced pressure and the residue was purified by prep-HPLC to afford 126 (45 mg, 33%) as a white solid. MS: [M+H]+ 682.9. 1H NMR (500 MHz, CHCl3) δ 8.60 (dd, J=2, 5 Hz, 1H)... Reactants: O=Cc1ccc(C(=O)O)cc1, CCNCC, Cc1ccccc1, ClCCl. Yields the product CCN(CC)C(=O)c1ccc(C=O)cc1. Reaction SMILES: [C:1](=[O:2])([OH:3])[c:4]1[cH:5][cH:6][c:7]([CH:8]=[O:9])[cH:10][cH:11]1.[CH2:12]([CH3:13])[NH:14][CH2:15][CH3:16].[CH3:17][c:18]1[cH:19][cH:20][cH:21][cH:22][cH:23]1.[Cl:24][CH2:25][Cl:26]>>[C:1](=[O:3])([c:4]1[cH:5][cH:6][c:7]([CH:8]=[O:9])[cH:10][cH:11]1)[N:14]([CH2:12][CH3:13])[CH2:15][CH3:16]. The reactants are CCOC(C)=O, CCO, O=C1OC(COCc2ccccc2)C(c2cc(F)cc(F)c2)N1c1ccc(Oc2ccc(Cl)cc2)cc1, [H][H]. RXN SMILES: [C:40]([O:41][CH2:42][CH3:43])(=[O:44])[CH3:45].[CH2:46]([OH:47])[CH3:48].[Cl:1][c:2]1[cH:3][cH:4][c:5]([O:6][c:7]2[cH:8][cH:9][c:10]([N:13]3[C:14](=[O:35])[O:15][CH:16]([CH2:26][O:27][CH2:28][c:29]4[cH:30][cH:31][cH:32][cH:33][cH:34]4)[CH:17]3[c:18]3[cH:19][c:20]([F:25])[cH:21][c:22]([F:24])[cH:23]3)[cH:11][cH:12]2)[cH:36][cH:37]1.[H:38][H:39]>>[Cl:1][c:2]1[cH:3][cH:4][c:5]([O:6][c:7]2[cH:8][cH:9][c:10]([N:13]3[C:14](=[O:35])[O:15][CH:16]([CH2:26][OH:27])[CH:17]3[c:18]3[cH:19][c:20]([F:25])[cH:21][c:22]([F:24])[cH:23]3)[cH:11][cH:12]2)[cH:36][cH:37]1. The product is O=C1OC(CO)C(c2cc(F)cc(F)c2)N1c1ccc(Oc2ccc(Cl)cc2)cc1. Starting materials: N1C2C(CC1C(=O)OCC)COC2 (ethyl hexahydrofuro[3,4-b]pyrrole-2-carboxylate), C(C1=CC=CC=C1)OC(=O)N[C@@H](C)C(=O)O (N-benzyloxycarbonyl-(S)-alanine), N-hydroxysuccinimide ester. Solvent: C(C)(=O)OCC (ethyl acetate). Run at time 20 hour. The product is C(C1=CC=CC=C1)OC(=O)N[C@@H](C)C(=O)N1C2C(C[C@@H]1C(=O)OCC)COC2 (1-[N-benzyloxycarbonyl-(S)-alanyl]hexahydrofuro[3,4-b]pyrrole-2(R)-carboxylic acid, ethyl ester), C(C1=CC=CC=C1)OC(=O)N[C@@H](C)C(=O)N1C2C(C[C@H]1C(=O)OCC)COC2 (1-[N-benzyloxycarbonyl(S)-alanyl]hexahydrofuro[3,4-b]pyrrole-2(S)-carboxylic acid, ethyl ester). As a reaction SMILES: [NH:1]1[CH:5]([C:6]([O:8][CH2:9][CH3:10])=[O:7])[CH2:4][CH:3]2[CH2:11][O:12][CH2:13][CH:2]12.[CH2:14]([O:21][C:22]([NH:24][C@H:25]([C:27]([OH:29])=[O:28])[CH3:26])=[O:23])[C:15]1[CH:20]=[CH:19][CH:18]=[CH:17][CH:16]=1>C(OCC)(=O)C>[CH2:14]([O:21][C:22]([NH:24][C@H:25]([C:27]([N:1]1[C@@H:5]([C:6]([O:8][CH2:9][CH3:10])=[O:7])[CH2:4][CH:3]2[CH2:11][O:12][CH2:13][CH:2]12)=[O:28])[CH3:26])=[O:23])[C:15]1[CH:20]=[CH:19][CH:18]=[CH:17][CH:16]=1.[CH2:14]([O:21][C:22]([NH:24][C@H:25]([C:27]([N:1]1[C@H:5]([C:6]([O:8][CH2:9][CH3:10])=[O:7])[CH2:4][CH:3]2[CH2:11][O:12][CH2:13][CH:2]12)=[O:29])[CH3:26])=[O:23])[C:15]1[CH:16]=[CH:17][CH:18]=[CH:19][CH:20]=1. Procedure details: To a solution of ethyl hexahydrofuro[3,4-b]pyrrole-2-carboxylate in ethyl acetate add N-benzyloxycarbonyl-(S)-alanine, N-hydroxysuccinimide ester. Stir the reaction mixture at room temperature for 20 hours and concentrate it in vacuo. Place the residue on a column of silica gel (3000 g, 60-200 mesh) and elute with chloroform: ethyl acetate 10:1 to give 1-[N-benzyloxycarbonyl-(S)-alanyl]hexahydrofuro[3,4-b]pyrrole-2(R)-carboxylic acid, ethyl ester, and 1-[N-benzyloxycarbonyl(S)-alanyl]hexahydrofu...